From a dataset of the Open Reaction Database (ORD), a public repository of structured organic reaction records. describe an organic reaction: reactants, conditions, products, and yield The reactants are COC1=CC=C(CN(C2=NC=C(C=N2)C=2C3=C(N=C(N2)N2CCOCC2)NCC3)CC3=CC=C(C=C3)OC)C=C1 (bis-(4-methoxy-benzyl)-[5-(2-morpholin-4-yl-6,7-dihydro-5H-pyrrolo[2,3-d]pyrimidin-4-yl)-pyrimidin-2-yl]-amine), [H-].[Na+] (NaH), C=1(C(=CC=CC1)N=C=S)C (o-tolyl isothiocyanate). Solvent: CN(C)C=O (DMF). Reaction conditions: time 30 minute. Yields the product C1(=C(C=CC=C1)NC(=S)N1CCC2=C1N=C(N=C2C=2C=NC(=NC2)N(CC2=CC=C(C=C2)OC)CC2=CC=C(C=C2)OC)N2CCOCC2)C (4-{2-[bis-(4-methoxy-benzyl)-amino]-pyrimidin-5-yl}-2-morpholin-4-yl-5,6-dihydro-pyrrolo[2,3-d]pyrimidine-7-carbothioic acid o-tolylamide). Isolated yield 131.4%. As a reaction SMILES: [CH3:1][O:2][C:3]1[CH:40]=[CH:39][C:6]([CH2:7][N:8]([CH2:30][C:31]2[CH:36]=[CH:35][C:34]([O:37][CH3:38])=[CH:33][CH:32]=2)[C:9]2[N:14]=[CH:13][C:12]([C:15]3[C:16]4[CH2:29][CH2:28][NH:27][C:17]=4[N:18]=[C:19]([N:21]4[CH2:26][CH2:25][O:24][CH2:23][CH2:22]4)[N:20]=3)=[CH:11][N:10]=2)=[CH:5][CH:4]=1.[H-].[Na+].[C:43]1([CH3:52])[C:44]([N:49]=[C:50]=[S:51])=[CH:45][CH:46]=[CH:47][CH:48]=1>CN(C=O)C>[C:43]1([CH3:52])[CH:48]=[CH:47][CH:46]=[CH:45][C:44]=1[NH:49][C:50]([N:27]1[C:17]2[N:18]=[C:19]([N:21]3[CH2:26][CH2:25][O:24][CH2:23][CH2:22]3)[N:20]=[C:15]([C:12]3[CH:11]=[N:10][C:9]([N:8]([CH2:7][C:6]4[CH:5]=[CH:4][C:3]([O:2][CH3:1])=[CH:40][CH:39]=4)[CH2:30][C:31]4[CH:32]=[CH:33][C:34]([O:37][CH3:38])=[CH:35][CH:36]=4)=[N:14][CH:13]=3)[C:16]=2[CH2:29][CH2:28]1)=[S:51] |f:1.2|. Procedure details: To a DMF solution (2 ml) of ice-cooled bis-(4-methoxy-benzyl)-[5-(2-morpholin-4-yl-6,7-dihydro-5H-pyrrolo[2,3-d]pyrimidin-4-yl)-pyrimidin-2-yl]-amine (80.0 mg, 0.148 mmol), 60% oily NaH (18 mg) was added, followed by stirring at room temperature for 30 minutes. To the reaction mixture, o-tolyl isothiocyanate (59.8 μl, 0.445 mmol) was added, followed by further stirring for 2 hours. The reaction mixture was ice-cooled, and quenched with water (1 ml). This was diluted with dichloromethane (10 ml),... Starting materials: CCOC(=O)Cn1ccnn1, CCO, NN, O. Yields the product NNC(=O)Cn1ccnn1. As a reaction SMILES: [CH2:1]([O:2][C:4]([CH2:5][n:6]1[n:7][n:8][cH:9][cH:10]1)=[O:11])[CH3:3].[CH3:15][CH2:16][OH:17].[NH2:13][NH2:14].[OH2:12]>>[C:4]([CH2:5][n:6]1[n:7][n:8][cH:9][cH:10]1)(=[O:11])[NH:13][NH2:14].